Dataset: the Open Reaction Database (ORD), a public repository of structured organic reaction records. Task: describe an organic reaction: reactants, conditions, products, and yield The reactants are [OH-].[Li+] (lithium hydroxide), NC1=NC(=NC(=C1N(CC(=O)OC)C(=O)OC)N)C1=NN(C2=NC=CC=C21)CC2=C(C=CC=C2)F (Methyl N-{4,6-diamino-2-[1-(2-fluorobenzyl)-1H-pyrazolo[3,4-b]pyridin-3-yl]pyrimidin-5-yl}-N-(methoxycarbonyl)glycinate), Cl (hydrochloric acid). Run in O (water), C(C)O (ethanol). Conditions: time 30 minute. Yields the product NC1=NC(=NC=2NC(CN(C12)C(=O)OC)=O)C1=NN(C2=NC=CC=C21)CC2=C(C=CC=C2)F (Methyl 4-amino-2-[1-(2-fluorobenzyl)-1H-pyrazolo[3,4-b]pyridin-3-yl]-7-oxo-7,8-dihydropteridine-5(6H)-carboxylate). Isolated yield 1.2%. As a reaction SMILES: [NH2:1][C:2]1[C:7]([N:8]([C:14]([O:16][CH3:17])=[O:15])[CH2:9][C:10](OC)=[O:11])=[C:6]([NH2:18])[N:5]=[C:4]([C:19]2[C:27]3[C:22](=[N:23][CH:24]=[CH:25][CH:26]=3)[N:21]([CH2:28][C:29]3[CH:34]=[CH:33][CH:32]=[CH:31][C:30]=3[F:35])[N:20]=2)[N:3]=1.[OH-].[Li+].Cl>C(O)C.O>[NH2:18][C:6]1[C:7]2[N:8]([C:14]([O:16][CH3:17])=[O:15])[CH2:9][C:10](=[O:11])[NH:1][C:2]=2[N:3]=[C:4]([C:19]2[C:27]3[C:22](=[N:23][CH:24]=[CH:25][CH:26]=3)[N:21]([CH2:28][C:29]3[CH:34]=[CH:33][CH:32]=[CH:31][C:30]=3[F:35])[N:20]=2)[N:5]=1 |f:1.2|. Reported procedure: 3.5 g (7.285 mmol) of the crude compound from example 55A were dissolved in ethanol (25 ml) and water (25 ml), and 174 mg (7.285 mmol) of lithium hydroxide were added. After stirring at RT for 30 min, the mixture was adjusted to pH=6 with dilute hydrochloric acid and extracted with ethyl acetate. After separation of the phases, the organic phase was washed with saturated aqueous sodium chloride solution and then dried with sodium sulfate, filtered and concentrated to dryness. The residue was slu... Starting materials: COC(=O)c1cccc(Oc2ccc3nc(NC(=O)C4CC4)cn3n2)c1, Cl, [Na+], C1CCOC1, [OH-]. The product is O=C(O)c1cccc(Oc2ccc3nc(NC(=O)C4CC4)cn3n2)c1. As a reaction SMILES: [CH:1]1([C:4](=[O:5])[NH:6][c:7]2[n:8][c:9]3[n:10]([n:11][c:12]([O:15][c:16]4[cH:17][c:18]([C:19](=[O:20])[O:21][CH3:22])[cH:23][cH:24][cH:25]4)[cH:13][cH:14]3)[cH:26]2)[CH2:2][CH2:3]1.[ClH:29].[Na+:28].[O:30]1[CH2:31][CH2:32][CH2:33][CH2:34]1.[OH-:27]>>[CH:1]1([C:4](=[O:5])[NH:6][c:7]2[n:8][c:9]3[n:10]([n:11][c:12]([O:15][c:16]4[cH:17][c:18]([C:19](=[O:20])[OH:21])[cH:23][cH:24][cH:25]4)[cH:13][cH:14]3)[cH:26]2)[CH2:2][CH2:3]1. The reactants are [OH-].[Na+] (sodium hydroxide), stannous chloride, BrC1=C(C(=O)OC)C=CC=C1[N+](=O)[O-] (methyl 2-bromo-3-nitrobenzoate). Solvent: Cl (hydrochloric acid), C(C)O (ethanol). Run at temperature 55 celsius. Product: BrC1=C(C(=O)OC)C=CC=C1N (methyl 2-bromo-3-aminobenzoate). Isolated yield 99.2%. RXN SMILES: [Br:1][C:2]1[C:11]([N+:12]([O-])=O)=[CH:10][CH:9]=[CH:8][C:3]=1[C:4]([O:6][CH3:7])=[O:5].[OH-].[Na+]>Cl.C(O)C>[Br:1][C:2]1[C:11]([NH2:12])=[CH:10][CH:9]=[CH:8][C:3]=1[C:4]([O:6][CH3:7])=[O:5] |f:1.2|. Procedure details: A solution of stannous chloride (15.0 g, 76.1 mM) in 30 mL of concentrated hydrochloric acid was slowly added to a solution of methyl 2-bromo-3-nitrobenzoate (4.0 g, 15.4 mM) in 90 mL ethanol at 15-30° C. over 1 hour. The mixture was then heated at 50-60° C. for 15 minutes. The mixture was cooled to room temperature and made alkaline by slow addition of solid sodium hydroxide maintaining a temperature of 30-35° C. The resultant mixture was extracted three times with chloroform. The extracts were... Reactants: N1CCCC1 (pyrrolidine), O (water), ClC=1C=C(C=CC1C=C(Br)Br)CN1CCCC1 (1-[[3-chloro-4-(2,2-dibromoethenyl)phenyl]methyl]-pyrrolidine). Product: ClC1=C(C=CC(=C1)CN1CCCC1)CC(=O)N1CCCC1 (1-[[2-chloro-4-(1-pyrrolidinylmethyl)phenyl]acetyl]-pyrrolidine). As a reaction SMILES: [NH:1]1[CH2:5][CH2:4][CH2:3][CH2:2]1.[Cl:6][C:7]1[CH:8]=[C:9]([CH2:17][N:18]2[CH2:22][CH2:21][CH2:20][CH2:19]2)[CH:10]=[CH:11][C:12]=1[CH:13]=[C:14](Br)Br.[OH2:23]>>[Cl:6][C:7]1[CH:8]=[C:9]([CH2:17][N:18]2[CH2:22][CH2:21][CH2:20][CH2:19]2)[CH:10]=[CH:11][C:12]=1[CH2:13][C:14]([N:1]1[CH2:5][CH2:4][CH2:3][CH2:2]1)=[O:23]. Procedure details: A mixture of pyrrolidine (150 ml) and water (15 ml) was stirred at r.t. 1-[[3-chloro-4-(2,2-dibromoethenyl)phenyl]methyl]-pyrrolidine (crude, max. 44.70 mmol) was added to the mixture and subsequently, the mixture was stirred overnight at r.t. The solvent was evaporated, yielding 1-[[2-chloro-4-(1-pyrrolidinylmethyl)phenyl]acetyl]-pyrrolidine as a crude that was used as such in the next reaction step. Reactants: C(C1=CC=CC=C1)OC(=O)NC=1C(=NC2=CC(=CC=C2C1)N1CCN(CC1)C)C(=O)NC=1C=NC=CC1N1C[C@H]([C@H]([C@H](C1)C)NC(OC)=O)NC(OC(C)(C)C)=O (tert-butyl methyl {(3R,4S,5S)-1-[3-({[3-{[(benzyloxy)carbonyl]amino}-7-(4-methylpiperazin-1-yl)quinolin-2-yl]carbonyl}amino)pyridin-4-yl]-5-methylpiperidine-3,4-diyl}biscarbamate). Reagents/catalysts: [Pd] (Pd on carbon). Solvent: CO (MeOH). Conditions: time 1 hour. Product: N[C@@H]1CN(C[C@@H]([C@@H]1NC(OC)=O)C)C1=C(C=NC=C1)NC(=O)C1=NC2=CC(=CC=C2C=C1N)N1CCN(CC1)C (Methyl {(3R,4S,5S)-3-amino-1-[3-({[3-amino-7-(4-methylpiperazin-1-yl)quinolin-2-yl]carbonyl}amino)pyridin-4-yl]-5-methylpiperidin-4-yl}carbamate). Isolated yield 66.2%. RXN SMILES: C(OC([NH:11][C:12]1[C:13]([C:29]([NH:31][C:32]2[CH:33]=[N:34][CH:35]=[CH:36][C:37]=2[N:38]2[CH2:43][C@H:42]([CH3:44])[C@H:41]([NH:45][C:46](=[O:49])[O:47][CH3:48])[C@H:40]([NH:50]C(=O)OC(C)(C)C)[CH2:39]2)=[O:30])=[N:14][C:15]2[C:20]([CH:21]=1)=[CH:19][CH:18]=[C:17]([N:22]1[CH2:27][CH2:26][N:25]([CH3:28])[CH2:24][CH2:23]1)[CH:16]=2)=O)C1C=CC=CC=1>CO.[Pd]>[NH2:50][C@H:40]1[C@@H:41]([NH:45][C:46](=[O:49])[O:47][CH3:48])[C@@H:42]([CH3:44])[CH2:43][N:38]([C:37]2[CH:36]=[CH:35][N:34]=[CH:33][C:32]=2[NH:31][C:29]([C:13]2[C:12]([NH2:11])=[CH:21][C:20]3[C:15](=[CH:16][C:17]([N:22]4[CH2:27][CH2:26][N:25]([CH3:28])[CH2:24][CH2:23]4)=[CH:18][CH:19]=3)[N:14]=2)=[O:30])[CH2:39]1. Procedure: To a solution of tert-butyl methyl {(3R,4S,5S)-1-[3-({[3-{[(benzyloxy)carbonyl]amino}-7-(4-methylpiperazin-1-yl)quinolin-2-yl]carbonyl}amino)pyridin-4-yl]-5-methylpiperidine-3,4-diyl}biscarbamate (62 mg, 0.080 mmol) in MeOH (3.0 mL), 10% Pd on carbon (15 mg) was added. The reaction mixture was deoxygenated under reduced pressure and hydrogen was introduced via a balloon. The reaction mixture was stirred at room temperature under the hydrogen balloon for 1 h. The mixture was filtered and concentr... Reactants: C(C1=CN=CC=C1)(=O)OC1=CC=C(C=C1)NC(C)=O (4-acetamidophenyl nicotinate), C(C)(C)N(C(OCI)=O)C(C)C (iodomethyl diisopropylcarbamate). Solvent: C(C)#N (acetonitrile). Run at time 8 hour. Product: [I-].C(C)(=O)NC1=CC=C(OC(=O)C=2C=[N+](C=CC2)COC(N(C(C)C)C(C)C)=O)C=C1 (3-((4-acetamidophenoxy)carbonyl)-1-(((diisopropylcarbamoyl)oxy)methyl)pyridin-1-ium iodide). Yield: 8.1%. Reaction SMILES: [C:1]([O:9][C:10]1[CH:15]=[CH:14][C:13]([NH:16][C:17](=[O:19])[CH3:18])=[CH:12][CH:11]=1)(=[O:8])[C:2]1[CH:7]=[CH:6][CH:5]=[N:4][CH:3]=1.[CH:20]([N:23]([CH:29]([CH3:31])[CH3:30])[C:24](=[O:28])[O:25][CH2:26][I:27])([CH3:22])[CH3:21]>C(#N)C>[I-:27].[C:17]([NH:16][C:13]1[CH:14]=[CH:15][C:10]([O:9][C:1]([C:2]2[CH:3]=[N+:4]([CH2:26][O:25][C:24](=[O:28])[N:23]([CH:29]([CH3:31])[CH3:30])[CH:20]([CH3:22])[CH3:21])[CH:5]=[CH:6][CH:7]=2)=[O:8])=[CH:11][CH:12]=1)(=[O:19])[CH3:18] |f:3.4|. Procedure: To a solution of 4-acetamidophenyl nicotinate [297], (0.05 g, 1.95 mmol, 1.0 eq) in acetonitrile (4 ml) was added iodomethyl diisopropylcarbamate [6304] (0.055 g, 1.95 mmol, 1.0 eq). The resulting reaction mixture was stirred overnight at RT. The reaction was monitored by TLC. Acetonitrile was removed under vacuum and the resulting crude mixture was washed with diethyl ether (10 ml) to give pale yellow solid product 3-((4-acetamidophenoxy)carbonyl)-1-(((diisopropylcarbamoyl)oxy)methyl)pyridin-1-... Reactants: ClC1=CC=C(C=C1)S(=O)(=O)C1(CCC(CC1)=CS(=O)(=O)C)C1=C(C=CC(=C1)F)F (1-(4-Chlorophenylsulfonyl)-1-(2,5-difluoro-phenyl)-4-methanesulfonylmethylene-cyclohexane), CCC([BH-](C(CC)C)C(CC)C)C.[Li+] (L-Selectride), solution. The solvent is O1CCCC1 (tetrahydrofuran), O1CCCC1 (tetrahydrofuran). Reaction conditions: temperature -40 celsius, time 90 minute. Product: ClC1=CC=C(C=C1)S(=O)(=O)C1(CCC(CC1)CS(=O)(=O)C)C1=C(C=CC(=C1)F)F (1-(4-Chlorophenylsulfonyl)-1-(2,5-difluoro-phenyl)-4-methanesulfonylmethyl-cyclohexane). The yield is 72.2%. Reaction SMILES: [Cl:1][C:2]1[CH:7]=[CH:6][C:5]([S:8]([C:11]2([C:22]3[CH:27]=[C:26]([F:28])[CH:25]=[CH:24][C:23]=3[F:29])[CH2:16][CH2:15][C:14](=[CH:17][S:18]([CH3:21])(=[O:20])=[O:19])[CH2:13][CH2:12]2)(=[O:10])=[O:9])=[CH:4][CH:3]=1.CCC(C)[BH-](C(C)CC)C(C)CC.[Li+]>O1CCCC1>[Cl:1][C:2]1[CH:3]=[CH:4][C:5]([S:8]([C:11]2([C:22]3[CH:27]=[C:26]([F:28])[CH:25]=[CH:24][C:23]=3[F:29])[CH2:16][CH2:15][CH:14]([CH2:17][S:18]([CH3:21])(=[O:20])=[O:19])[CH2:13][CH2:12]2)(=[O:9])=[O:10])=[CH:6][CH:7]=1 |f:1.2|. Procedure details: The product of Example 94 (150 mg, 0.32 mmol) in tetrahydrofuran (20 mL) at −40° C. was treated dropwise with L-Selectride™ (1M solution in tetrahydrofuran, 0.5 mL, 0.5 mmol). The reaction was stirred at −40° C. for 90 minutes, then quenched by the addition of ethanol (4 drops) then water (10 mL). The mixture was extracted into ethyl acetate (2×50 mL) and the combined organics washed with brine (50 mL), dried (MgSO4) and evaporated to leave a residue which was purified by flash column chromatogr...